Task: describe an organic reaction: reactants, conditions, products, and yield. Dataset: the Open Reaction Database (ORD), a public repository of structured organic reaction records The reactants are C1CCOC1, COC(=O)C(CCSC)NC(=O)c1ccc(C(=O)C(N)Cc2c[nH]cn2)cc1-c1ccccc1, Cl, Cl, [Li+], [OH-], O, O. The product is Cl, CSCCC(NC(=O)c1ccc(C(=O)C(N)Cc2c[nH]cn2)cc1-c1ccccc1)C(=O)O. As a reaction SMILES: [CH2:40]1[O:41][CH2:42][CH2:43][CH2:44]1.[CH3:2][O:3][C:4]([CH:5]([NH:6][C:7]([c:8]1[c:9](-[c:24]2[cH:25][cH:26][cH:27][cH:28][cH:29]2)[cH:10][c:11]([C:14]([CH:15]([NH2:16])[CH2:17][c:18]2[cH:19][nH:20][cH:21][n:22]2)=[O:23])[cH:12][cH:13]1)=[O:30])[CH2:31][CH2:32][S:33][CH3:34])=[O:35].[ClH:1].[ClH:39].[Li+:37].[OH-:36].[OH2:38].[OH2:45]>>[ClH:1].[O:3]=[C:4]([CH:5]([NH:6][C:7]([c:8]1[c:9](-[c:24]2[cH:25][cH:26][cH:27][cH:28][cH:29]2)[cH:10][c:11]([C:14]([CH:15]([NH2:16])[CH2:17][c:18]2[cH:19][nH:20][cH:21][n:22]2)=[O:23])[cH:12][cH:13]1)=[O:30])[CH2:31][CH2:32][S:33][CH3:34])[OH:35]. The reactants are O1COC2=CC3=C(CCOC3CC(=O)OCC)C=C21 (ethyl (7,8-dihydro-5H-1,3-dioxolo[4,5-g]-[2]benzopyran-5-yl)acetate), [OH-].[Na+] (sodium hydroxide). The solvent is C(C)O (ethanol), O (water). Conditions: temperature 60 celsius. Yields the product O1COC2=CC3=C(CCOC3CC(=O)O)C=C21 ((7,8-Dihydro-5H-1,3-dioxolo[4,5-g] [2]benzopyran-5-yl)acetic acid). Yield: 96.1%. RXN SMILES: [O:1]1[C:19]2[C:4](=[CH:5][C:6]3[CH:11]([CH2:12][C:13]([O:15]CC)=[O:14])[O:10][CH2:9][CH2:8][C:7]=3[CH:18]=2)[O:3][CH2:2]1.[OH-].[Na+]>C(O)C.O>[O:1]1[C:19]2[C:4](=[CH:5][C:6]3[CH:11]([CH2:12][C:13]([OH:15])=[O:14])[O:10][CH2:9][CH2:8][C:7]=3[CH:18]=2)[O:3][CH2:2]1 |f:1.2|. Reported procedure: 0.78 g of ethyl (7,8-dihydro-5H-1,3-dioxolo[4,5-g]-[2]benzopyran-5-yl)acetate was dissolved in 20 ml of ethanol. A solution of 0.35 g of sodium hydroxide in 4 ml of water was added thereto and the mixture was stirred under heating at 60° C. The solvent was distilled off and water was added to the residue. The mixture was washed with ethyl acetate and acidified with 1N hydrochloric acid. After extraction with chloroform, the extract was washed with a saturated aqueous common salt solution and dri...